This data is from the Open Reaction Database (ORD), a public repository of structured organic reaction records. The task is: describe an organic reaction: reactants, conditions, products, and yield Reactants: BrC1=CC(=C(C=C1)C=1OC=CN1)Cl (2-(4-bromo-2-chlorophenyl)-1,3-oxazole), tributhyl(1-ethoxyvinyl)tin, [Li+].[Cl-] (LiCl), O1CCOCC1 (1,4-dioxane). Reagents/catalysts: C=1C=CC(=CC1)[P](C=2C=CC=CC2)(C=3C=CC=CC3)[Pd]([P](C=4C=CC=CC4)(C=5C=CC=CC5)C=6C=CC=CC6)([P](C=7C=CC=CC7)(C=8C=CC=CC8)C=9C=CC=CC9)[P](C=1C=CC=CC1)(C=1C=CC=CC1)C=1C=CC=CC1 (tetrakis(triphenylphosphine)palladium(0)). Reaction conditions: time 2 hour. Product: ClC=1C=C(C=CC1C=1OC=CN1)C(C)=O (1-[3-Chloro-4-(1,3-oxazol-2-yl)phenyl]-1-ethanone). Isolated yield 77.0%. As a reaction SMILES: Br[C:2]1[CH:7]=[CH:6][C:5]([C:8]2[O:9][CH:10]=[CH:11][N:12]=2)=[C:4]([Cl:13])[CH:3]=1.[Li+].[Cl-].[O:16]1CCO[CH2:18][CH2:17]1>C1C=CC([P]([Pd]([P](C2C=CC=CC=2)(C2C=CC=CC=2)C2C=CC=CC=2)([P](C2C=CC=CC=2)(C2C=CC=CC=2)C2C=CC=CC=2)[P](C2C=CC=CC=2)(C2C=CC=CC=2)C2C=CC=CC=2)(C2C=CC=CC=2)C2C=CC=CC=2)=CC=1>[Cl:13][C:4]1[CH:3]=[C:2]([C:17](=[O:16])[CH3:18])[CH:7]=[CH:6][C:5]=1[C:8]1[O:9][CH:10]=[CH:11][N:12]=1 |f:1.2,^1:25,27,46,65|. Procedure: To a stirred solution of 2-(4-bromo-2-chlorophenyl)-1,3-oxazole (2.88 g, 11.14 mmol) in 1,4-dioxane (70 mL) were added tributhyl(1-ethoxyvinyl)tin (4.5 mL, 13.37 mmol), LiCl (1.18 g, 27.85 mmol) and tetrakis(triphenylphosphine)palladium(0) (1.28 g, 1.11 mmol) at room temperature under nitrogen. The mixture was heated at reflux temperature for 4 hours, and cooled down to room temperature, the solvent was removed under reduced pressure and the residue was dissolved in ethyl acetate (50 mL), washed... The reactants are C1(=CC(=CC(=C1)C(=O)OC)C(=O)OC)C(=O)OC (trimethyl 1,3,5-benzenetricarboxylate), solution, CO (MeOH). Run in C1CCOC1 (THF). Conditions: temperature 70 celsius. Yields the product OCC1=CC(=CC(=C1)CO)CO (1,3,5-tris(hydroxymethyl)benzene). Isolated yield 100.0%. Reaction SMILES: [C:1]1([C:15](OC)=[O:16])[CH:6]=[C:5]([C:7](OC)=[O:8])[CH:4]=[C:3]([C:11](OC)=[O:12])[CH:2]=1.CO>C1COCC1>[OH:8][CH2:7][C:5]1[CH:4]=[C:3]([CH2:11][OH:12])[CH:2]=[C:1]([CH2:15][OH:16])[CH:6]=1. Reported procedure: To a stirring solution of trimethyl 1,3,5-benzenetricarboxylate (10.45 g, 41.4 mmol) in 70 ml of anhydrous THF is added at room temperature a 10M solution of borane-methyl sulfide complex (25 ml, 248 mmol) and the solution is heated to reflux for 3 h. The mixture is then added slowly to 50 ml of MeOH and the resulting mixture is heated at 70° C. for 10 min to remove the methyl sulfide. Evaporation of solvent, washing twice with 50 ml of MeOH and evaporation of MeOH gives 1,3,5-tris(hydroxymethyl... Reactants: CCOC([O-])([O-])CC, CC(C)(C)[IH+](c1ccccc1)C(C)(C)C, ClCCl, [Cl-], N, O=S(=O)(O)C(F)(F)F. Yields the product CC(C)(C)[IH+](c1ccccc1)C(C)(C)C, O=S(=O)([O-])C(F)(F)F. Reaction SMILES: [C:17]([O-:18])([O-:19])([O:20][CH2:21][CH3:22])[CH2:23][CH3:24].[C:2]([CH3:3])([CH3:4])([CH3:5])[IH+:6]([c:7]1[cH:8][cH:9][cH:10][cH:11][cH:12]1)[C:13]([CH3:14])([CH3:15])[CH3:16].[CH2:34]([Cl:35])[Cl:36].[Cl-:1].[NH3:33].[OH:25][S:26](=[O:27])(=[O:28])[C:29]([F:30])([F:31])[F:32]>>[C:2]([CH3:3])([CH3:4])([CH3:5])[IH+:6]([c:7]1[cH:8][cH:9][cH:10][cH:11][cH:12]1)[C:13]([CH3:14])([CH3:15])[CH3:16].[O:25]=[S:26](=[O:27])([O-:28])[C:29]([F:30])([F:31])[F:32]. Starting materials: OC[C@H](C1=CC=CC=C1)NC(=O)C=1NC=C(C1)C(CCOC)=O (4-(3-Methoxy-propionyl)-1H-pyrrole-2-carboxylic acid (2-hydroxy-1-(S)-phenyl-ethyl)-amide), CC(C)(C)OC(N(C)C)N(C)C (Bredereck's reagent). The solvent is C1CCOC1 (THF). Product: OC[C@H](C1=CC=CC=C1)NC(=O)C=1NC=C(C1)C(C(=CN(C)C)COC)=O (4-(3-Dimethylamino-2-methoxymethyl-acryloyl)-1H-pyrrole-2-carboxylic Acid (2-hydroxy-1-(S)-phenyl-ethyl)-amide). As a reaction SMILES: [OH:1][CH2:2][C@@H:3]([NH:10][C:11]([C:13]1[NH:14][CH:15]=[C:16]([C:18](=[O:23])[CH2:19][CH2:20][O:21][CH3:22])[CH:17]=1)=[O:12])[C:4]1[CH:9]=[CH:8][CH:7]=[CH:6][CH:5]=1.CC(O[CH:29](N(C)C)[N:30]([CH3:32])[CH3:31])(C)C>C1COCC1>[OH:1][CH2:2][C@@H:3]([NH:10][C:11]([C:13]1[NH:14][CH:15]=[C:16]([C:18](=[O:23])[C:19]([CH2:20][O:21][CH3:22])=[CH:29][N:30]([CH3:32])[CH3:31])[CH:17]=1)=[O:12])[C:4]1[CH:5]=[CH:6][CH:7]=[CH:8][CH:9]=1. Procedure: 4-(3-Methoxy-propionyl)-1H-pyrrole-2-carboxylic acid (2-hydroxy-1-(S)-phenyl-ethyl)-amide was treated with an excess of Bredereck's reagent in THF at room temperature to 50° C. for 3 days. The solvent was removed under reduced pressure and the concentrate was used directly in the next step. HPLC Method B, Rt=5.0 minutes “broad peak”.